describe an organic reaction: reactants, conditions, products, and yield From a dataset of the Open Reaction Database (ORD), a public repository of structured organic reaction records. Reactants: C(CCCCCCCO)O (1,8-octanediol), FC1=C(COCCCCCCCC(=O)O)C(=C(C(=C1F)OC)F)F (8-(2,3,5,6-tetrafluoro-4-methoxy-benzyloxy)-octanoic acid), Cl.Cl.C(C1=CC=CC=C1)OC(C[C@H](CN(C)C)N)=O ((R)-3-amino-4-dimethylamino-butyric acid benzyl ester dihydrochloride), FC1=C(CBr)C(=C(C(=C1F)OC)F)F (2,3,5,6-tetrafluoro-4-methoxy-benzyl bromide), FC1=C(COCCCCCCCCO)C(=C(C(=C1F)OC)F)F (8-(2,3,5,6-tetrafluoro-4-methoxy-benzyloxy)-octan-1-ol). Yields the product C(C1=CC=CC=C1)OC(C[C@H](CN(C)C)NC(CCCCCCCOCC1=C(C(=C(C(=C1F)F)OC)F)F)=O)=O ((R)-3-[8-(2,3,5,6-tetrafluoro-4-methoxy-benzyloxy)-octanoylamino]-4-dimethylamino-butyric acid benzyl ester). RXN SMILES: C(O)CCCCCCCO.FC1C(F)=C(OC)C(F)=C(F)C=1CBr.[F:25][C:26]1[C:42]([F:43])=[C:41]([O:44][CH3:45])[C:40]([F:46])=[C:39]([F:47])[C:27]=1[CH2:28][O:29][CH2:30][CH2:31][CH2:32][CH2:33][CH2:34][CH2:35][CH2:36][CH2:37][OH:38].FC1C(F)=C(OC)C(F)=C(F)C=1COCCCCCCCC(O)=O.Cl.Cl.[CH2:74]([O:81][C:82](=[O:90])[CH2:83][C@@H:84]([NH2:89])[CH2:85][N:86]([CH3:88])[CH3:87])[C:75]1[CH:80]=[CH:79][CH:78]=[CH:77][CH:76]=1>>[CH2:74]([O:81][C:82](=[O:90])[CH2:83][C@@H:84]([NH:89][C:37](=[O:38])[CH2:36][CH2:35][CH2:34][CH2:33][CH2:32][CH2:31][CH2:30][O:29][CH2:28][C:27]1[C:26]([F:25])=[C:42]([F:43])[C:41]([O:44][CH3:45])=[C:40]([F:46])[C:39]=1[F:47])[CH2:85][N:86]([CH3:87])[CH3:88])[C:75]1[CH:80]=[CH:79][CH:78]=[CH:77][CH:76]=1 |f:4.5.6|. Procedure details: The title compound, m/e=479.4 ([M−H]−), was produced in analogy with intermediate 1, steps 1 to 4. Thus, 1,8-octanediol was alkylated in step 1 with 2,3,5,6-tetrafluoro-4-methoxy-benzyl bromide, leading to 8-(2,3,5,6-tetrafluoro-4-methoxy-benzyloxy)-octan-1-ol, which was oxidized in step 2 to 8-(2,3,5,6-tetrafluoro-4-methoxy-benzyloxy)-octanoic acid. This was coupled in step 3 with (R)-3-amino-4-dimethylamino-butyric acid benzyl ester dihydrochloride to produce (R)-3-[8-(2,3,5,6-tetrafluoro-4-me... The reactants are C(C)OC(C(C(=O)OCC)(C)C1=CC=2NC3=CC=C(C=C3C2C=C1)Cl)=O ((6-chloro-2-carbazolyl)-methyl-malonic acid diethyl ester), Cl (hydrochloric acid). Solvent: C(C)(=O)O (acetic acid). Product: ClC=1C=C2C=3C=CC(=CC3NC2=CC1)C(C(=O)O)C (6-chloro-α-methyl-carbazole-2-acetic acid). As a reaction SMILES: C([O:3][C:4](=[O:26])[C:5]([C:12]1[CH:24]=[CH:23][C:22]2[C:21]3[C:16](=[CH:17][CH:18]=[C:19]([Cl:25])[CH:20]=3)[NH:15][C:14]=2[CH:13]=1)(C)[C:6](OCC)=O)C.Cl>C(O)(=O)C>[Cl:25][C:19]1[CH:20]=[C:21]2[C:16](=[CH:17][CH:18]=1)[NH:15][C:14]1[CH:13]=[C:12]([CH:5]([CH3:6])[C:4]([OH:26])=[O:3])[CH:24]=[CH:23][C:22]2=1. Procedure details: A mixture of 247 g. of (6-chloro-2-carbazolyl)-methyl-malonic acid diethyl ester, 1.9 liters of glacial acetic acid and 1.9 liters of 6 N hydrochloric acid is heated under reflux overnight with stirring and the resulting black solution is cooled to room temperature. The solid formed is removed by filtration, washed with acetic acid/water (1:1) and water and then dried. The 192 g. of crude 6-chloro-α-methyl-carbazole-2-acetic acid obtained are dissolved in 1.2 liters of 1 N potassium hydroxide, t...